From a dataset of the Open Reaction Database (ORD), a public repository of structured organic reaction records. describe an organic reaction: reactants, conditions, products, and yield Starting materials: C1CCC2=NCCCN2CC1, Cc1cccnc1CO, COCCOC, CS(=O)c1nc(N)nc(-c2ccccn2)c1C#N. Product: Cc1cccnc1COc1nc(N)nc(-c2ccccn2)c1C#N. Reaction SMILES: [CH2:28]1[CH2:29][CH2:30][C:31]2=[N:36][CH2:35][CH2:34][CH2:33][N:32]2[CH2:37][CH2:38]1.[CH3:19][c:20]1[c:21]([CH2:26][OH:27])[n:22][cH:23][cH:24][cH:25]1.[CH3:39][O:40][CH2:41][CH2:42][O:43][CH3:44].[NH2:1][c:2]1[n:3][c:4](-[c:13]2[n:14][cH:15][cH:16][cH:17][cH:18]2)[c:5]([C:11]#[N:12])[c:6]([S:8]([CH3:9])=[O:10])[n:7]1>>[NH2:1][c:2]1[n:3][c:4](-[c:13]2[n:14][cH:15][cH:16][cH:17][cH:18]2)[c:5]([C:11]#[N:12])[c:6]([O:27][CH2:26][c:21]2[c:20]([CH3:19])[cH:25][cH:24][cH:23][n:22]2)[n:7]1. Starting materials: Cc1ccccc1, CO, COC(=O)C1C(OS(=O)(=O)C(F)(F)F)=CCN1C(c1ccccc1)(c1ccccc1)c1ccccc1, OB(O)c1ccc(C(F)(F)F)cc1, [K+], [K+], O=C([O-])[O-]. Yields the product COC(=O)C1C(c2ccc(C(F)(F)F)cc2)=CCN1C(c1ccccc1)(c1ccccc1)c1ccccc1. As a reaction SMILES: [CH3:56][c:57]1[cH:58][cH:59][cH:60][cH:61][cH:62]1.[CH3:63][OH:64].[F:1][C:2]([F:3])([F:4])[S:5]([O:6][C:7]1=[CH:11][CH2:10][N:9]([C:12]([c:13]2[cH:14][cH:15][cH:16][cH:17][cH:18]2)([c:19]2[cH:20][cH:21][cH:22][cH:23][cH:24]2)[c:25]2[cH:26][cH:27][cH:28][cH:29][cH:30]2)[CH:8]1[C:31](=[O:32])[O:33][CH3:34])(=[O:35])=[O:36].[F:37][C:38]([c:39]1[cH:40][cH:41][c:42]([B:45]([OH:46])[OH:47])[cH:43][cH:44]1)([F:48])[F:49].[K+:50].[K+:51].[O-:52][C:53]([O-:54])=[O:55]>>[C:7]1([c:42]2[cH:41][cH:40][c:39]([C:38]([F:37])([F:48])[F:49])[cH:44][cH:43]2)=[CH:11][CH2:10][N:9]([C:12]([c:13]2[cH:14][cH:15][cH:16][cH:17][cH:18]2)([c:19]2[cH:20][cH:21][cH:22][cH:23][cH:24]2)[c:25]2[cH:26][cH:27][cH:28][cH:29][cH:30]2)[CH:8]1[C:31](=[O:32])[O:33][CH3:34]. Starting materials: C(C1=CC=CC=C1)[Mg]Cl (benzylmagnesium chloride), CON(C(=O)C1=CN(C2=NC=CC=C21)[Si](C(C)C)(C(C)C)C(C)C)C (N-methoxy-N-methyl-1-triisopropylsilanyl-1H-pyrrolo[2,3-b]pyridine-3-carboxamide). Product: C1(=CC=CC=C1)CC(=O)C1=CN(C2=NC=CC=C21)[Si](C(C)C)(C(C)C)C(C)C (2-phenyl-1-(1-triisopropylsilanyl-1H-pyrrolo[2,3-b]pyridin-3-yl)-ethanone). Isolated yield 92.0%. Reaction SMILES: [CH2:1]([Mg]Cl)[C:2]1[CH:7]=[CH:6][CH:5]=[CH:4][CH:3]=1.CON(C)[C:13]([C:15]1[C:23]2[C:18](=[N:19][CH:20]=[CH:21][CH:22]=2)[N:17]([Si:24]([CH:31]([CH3:33])[CH3:32])([CH:28]([CH3:30])[CH3:29])[CH:25]([CH3:27])[CH3:26])[CH:16]=1)=[O:14]>>[C:2]1([CH2:1][C:13]([C:15]2[C:23]3[C:18](=[N:19][CH:20]=[CH:21][CH:22]=3)[N:17]([Si:24]([CH:28]([CH3:30])[CH3:29])([CH:31]([CH3:33])[CH3:32])[CH:25]([CH3:26])[CH3:27])[CH:16]=2)=[O:14])[CH:7]=[CH:6][CH:5]=[CH:4][CH:3]=1. Procedure details: This compound was prepared by the reaction of benzylmagnesium chloride (2.0 M solution in THF) with N-methoxy-N-methyl-1-triisopropylsilanyl-1H-pyrrolo[2,3-b]pyridine-3-carboxamide as described in General Method 1. The desired compound was obtained in 92% yield as a light yellow viscous oil. The reactants are Br, CC(=O)O, OC1(C2CC2)Cc2ccccc2Oc2ncccc21, O. The product is BrCCC=C1Cc2ccccc2Oc2ncccc21. RXN SMILES: [BrH:24].[CH3:20][C:21](=[O:22])[OH:23].[CH:1]1([C:4]2([OH:19])[CH2:5][c:6]3[c:7]([cH:15][cH:16][cH:17][cH:18]3)[O:8][c:9]3[n:10][cH:11][cH:12][cH:13][c:14]32)[CH2:2][CH2:3]1.[OH2:25]>>[CH:1]([CH2:2][CH2:3][Br:24])=[C:4]1[CH2:5][c:6]2[c:7]([cH:15][cH:16][cH:17][cH:18]2)[O:8][c:9]2[n:10][cH:11][cH:12][cH:13][c:14]21. The reactants are CCOCC, COCC(=O)OC, CCO, N#CCc1cccc(C(F)(F)F)c1, [H][H], O. Yields the product COCC(=O)C(C#N)c1cccc(C(F)(F)F)c1. Reaction SMILES: [CH2:27]([O:28][CH2:29][CH3:30])[CH3:31].[CH3:16][O:17][CH2:18][C:19](=[O:20])[O:21][CH3:22].[CH3:24][CH2:25][OH:26].[F:3][C:4]([c:5]1[cH:6][c:7]([CH2:11][C:12]#[N:13])[cH:8][cH:9][cH:10]1)([F:14])[F:15].[H:1][H:2].[OH2:23]>>[F:3][C:4]([c:5]1[cH:6][c:7]([CH:11]([C:12]#[N:13])[C:19]([CH2:18][O:17][CH3:16])=[O:20])[cH:8][cH:9][cH:10]1)([F:14])[F:15]. Reactants: C1(CC1)N(C(=O)[C@@H]1CN(CC[C@H]1C1=CC(N(C=C1)C)=O)C(=O)OC(C)(C)C)CC1=C(C(=CC(=C1)NCCOC)Cl)Cl (trans-1,1-dimethylethyl 3-({cyclopropyl[(2,3-dichloro-5-{[2-(methoxy)ethyl]amino}phenyl)methyl]amino}carbonyl)-4-(1-methyl-2-oxo-1,2-dihydro-4-pyridinyl)-1-piperidinecarboxylate), Cl (HCl). Solvent: C(Cl)Cl (CH2Cl2). Reaction conditions: time 4 hour. Product: C1(CC1)N(C(=O)[C@@H]1CNCC[C@H]1C1=CC(N(C=C1)C)=O)CC1=C(C(=CC(=C1)NCCOC)Cl)Cl (trans-N-Cyclopropyl-N-[(2,3-dichloro-5-{[2-(methyloxy)ethyl]amino}phenyl)methyl]-4-(1-methyl-2-oxo-1,2-dihydro-4-pyridinyl)-3-piperidinecarboxamide). Reaction SMILES: [CH:1]1([N:4]([CH2:28][C:29]2[CH:34]=[C:33]([NH:35][CH2:36][CH2:37][O:38][CH3:39])[CH:32]=[C:31]([Cl:40])[C:30]=2[Cl:41])[C:5]([C@H:7]2[C@H:12]([C:13]3[CH:18]=[CH:17][N:16]([CH3:19])[C:15](=[O:20])[CH:14]=3)[CH2:11][CH2:10][N:9](C(OC(C)(C)C)=O)[CH2:8]2)=[O:6])[CH2:3][CH2:2]1.Cl>C(Cl)Cl>[CH:1]1([N:4]([CH2:28][C:29]2[CH:34]=[C:33]([NH:35][CH2:36][CH2:37][O:38][CH3:39])[CH:32]=[C:31]([Cl:40])[C:30]=2[Cl:41])[C:5]([C@H:7]2[C@H:12]([C:13]3[CH:18]=[CH:17][N:16]([CH3:19])[C:15](=[O:20])[CH:14]=3)[CH2:11][CH2:10][NH:9][CH2:8]2)=[O:6])[CH2:3][CH2:2]1. Procedure: To a CH2Cl2 solution (0.09 M) of trans-1,1-dimethylethyl 3-({cyclopropyl[(2,3-dichloro-5-{[2-(methoxy)ethyl]amino}phenyl)methyl]amino}carbonyl)-4-(1-methyl-2-oxo-1,2-dihydro-4-pyridinyl)-1-piperidinecarboxylate (1 eq.) from the previous step was added HCl (4.0 M dioxane solution, 30 eq.). The resulting solution was stirred at RT for 4 h. Following the removal of the volatiles in vacuo, the resulting residue was directly loaded onto a SiO2 column packed with 95:5 (v/v) CH2Cl2:2.0 M NH3 in MeOH. E... The reactants are FC1=CC=C(C=C1)C=1N=C(SC1)CCN (2-(4-(4-fluorophenyl)thiazol-2-yl)ethanamine), FC(C1=NC(=NO1)C=1C=C(C(=O)O)C=CC1)(F)F (3-(5-(trifluoromethyl)-1,2,4-oxadiazol-3-yl)benzoic acid). Yields the product FC1=CC=C(C=C1)C=1N=C(SC1)CCNC(C1=CC(=CC=C1)C1=NOC(=N1)C(F)(F)F)=O (N-(2-(4-(4-Fluorophenyl)thiazol-2-yl)ethyl)-3-(5-(trifluoromethyl)-1,2,4-oxadiazol-3-yl)benzamide). The yield is 86.0%. RXN SMILES: [F:1][C:2]1[CH:7]=[CH:6][C:5]([C:8]2[N:9]=[C:10]([CH2:13][CH2:14][NH2:15])[S:11][CH:12]=2)=[CH:4][CH:3]=1.[F:16][C:17]([F:33])([F:32])[C:18]1[O:22][N:21]=[C:20]([C:23]2[CH:24]=[C:25]([CH:29]=[CH:30][CH:31]=2)[C:26](O)=[O:27])[N:19]=1>>[F:1][C:2]1[CH:3]=[CH:4][C:5]([C:8]2[N:9]=[C:10]([CH2:13][CH2:14][NH:15][C:26](=[O:27])[C:25]3[CH:29]=[CH:30][CH:31]=[C:23]([C:20]4[N:19]=[C:18]([C:17]([F:33])([F:32])[F:16])[O:22][N:21]=4)[CH:24]=3)[S:11][CH:12]=2)=[CH:6][CH:7]=1. Procedure details: This compound was synthesized from 2-(4-(4-fluorophenyl)thiazol-2-yl)ethanamine and 3-(5-(trifluoromethyl)-1,2,4-oxadiazol-3-yl)benzoic acid as described in example 26 step 6 (180 mg, 86% yield). 1H NMR (CDCl3) δ 8.51 (1H, t), 8.22 (1H, dt), 8.04 (1H, dt), 7.85-7.81 (2H, m), 7.64 (1H, m), 7.59 (1H, t), 7.31 (1H, s), 7.06-7.02 (2H, m), 3.97 (2H, q), 3.35 (2H, t); MS (ESI) m/z: Calculated for C21H14F4N4O2S: 462.08. found: 463.1 (M+H)+. The reactants are CCOC(=O)C1CCOc2cc(Oc3ccc(C(=O)OC(C)(C)C)cc3)c(Cl)cc21, CCOC(C)=O, Cl. Product: CCOC(=O)C1CCOc2cc(Oc3ccc(C(=O)O)cc3)c(Cl)cc21. As a reaction SMILES: [C:1]([CH3:2])([CH3:3])([CH3:4])[O:5][C:6](=[O:7])[c:8]1[cH:9][cH:10][c:11]([O:12][c:13]2[c:14]([Cl:28])[cH:15][c:16]3[c:21]([cH:22]2)[O:20][CH2:19][CH2:18][CH:17]3[C:23](=[O:24])[O:25][CH2:26][CH3:27])[cH:29][cH:30]1.[CH3:31][CH2:32][O:33][C:34](=[O:35])[CH3:36].[ClH:37]>>[O:5]=[C:6]([OH:7])[c:8]1[cH:9][cH:10][c:11]([O:12][c:13]2[c:14]([Cl:28])[cH:15][c:16]3[c:21]([cH:22]2)[O:20][CH2:19][CH2:18][CH:17]3[C:23](=[O:24])[O:25][CH2:26][CH3:27])[cH:29][cH:30]1.